This data is from the Open Reaction Database (ORD), a public repository of structured organic reaction records. The task is: describe an organic reaction: reactants, conditions, products, and yield As a reaction SMILES: [Mg].[CH3:2]I.[CH3:4][C:5](O)=O.[CH:8]12[CH2:17][CH:12]3[CH2:13][CH:14]([CH2:16][CH:10]([CH2:11]3)[CH2:9]1)[CH2:15]2.[Cl-].[NH4+]>CCOCC>[CH:5]([C:8]12[CH2:17][CH:12]3[CH2:13][CH:14]([CH2:16][CH:10]([CH2:11]3)[CH2:9]1)[CH2:15]2)([CH3:4])[CH3:2] |f:2.3,4.5|. Yields the product C(C)(C)C12CC3CC(CC(C1)C3)C2 (Isopropyl Adamantane). Reported procedure: Introduce 0.5 mol of magnesium chips into 50 ml of absolute ether, and drop 0.5 mol of methyl iodide into the solution under moisture-free conditions until the ether boils. Subsequently, heat in a water bath until the magnesium has completely dissolved. Into this solution at room temperature drop 0.2 mol of adamantane methyl carboxylate in absolute ether. Then heat to reflux for 3 hours. After cooling, hydrolize with ice and mix with ammonium chloride solution until the precipitate has dissolved... Isolated yield 93.0%. The solvent is CCOCC (ether), CCOCC (ether), CCOCC (ether). The reactants are [Cl-].[NH4+] (ammonium chloride), CC(=O)O.C12CC3CC(CC(C1)C3)C2 (adamantane methyl carboxylate), CI (methyl iodide), [Mg] (magnesium), [Mg] (magnesium). Reactants: CN1CC(c2ccccc2)C2(CCCN(C(=O)OC(C)(C)C)CC2)C1=O, ClCCl, O=C(O)C(F)(F)F. Yields the product CN1CC(c2ccccc2)C2(CCCNCC2)C1=O. As a reaction SMILES: [CH3:1][N:2]1[C:3](=[O:26])[C:4]2([CH:5]([c:7]3[cH:8][cH:9][cH:10][cH:11][cH:12]3)[CH2:6]1)[CH2:13][CH2:14][N:15]([C:19]([O:20][C:21]([CH3:22])([CH3:23])[CH3:24])=[O:25])[CH2:16][CH2:17][CH2:18]2.[Cl:34][CH2:35][Cl:36].[F:27][C:28]([F:29])([F:30])[C:31]([OH:32])=[O:33]>>[CH3:1][N:2]1[C:3](=[O:26])[C:4]2([CH:5]([c:7]3[cH:8][cH:9][cH:10][cH:11][cH:12]3)[CH2:6]1)[CH2:13][CH2:14][NH:15][CH2:16][CH2:17][CH2:18]2. The reactants are C(C)OC(\C=C\CCC1=CC=CC=C1)=O (trans-ethyl-(5-phenyl)-2-pentenoate), [Li+].[OH-] (LiOH). The solvent is C1CCOC1 (THF). Yields the product C1(=CC=CC=C1)CC/C=C/C(=O)O (trans-5-phenyl-2-pentenoic acid). Reaction SMILES: C([O:3][C:4](=[O:15])/[CH:5]=[CH:6]/[CH2:7][CH2:8][C:9]1[CH:14]=[CH:13][CH:12]=[CH:11][CH:10]=1)C.[Li+].[OH-]>C1COCC1>[C:9]1([CH2:8][CH2:7]/[CH:6]=[CH:5]/[C:4]([OH:15])=[O:3])[CH:14]=[CH:13][CH:12]=[CH:11][CH:10]=1 |f:1.2|. Reported procedure: A solution of the intermediate 32.1 from above in 1:1 aqueous 1N LiOH:THF (250 mL) was refluxed for 18 h. It was then cooled to room temperature and washed with ethylacetate (2×200 mL). The aqueous was acidified to pH2 by the addition of conc. HCl, and extracted with ethylacetate (3×200 mL). These last organic extracts were combined, dried with MgSO4 and concentrated to afford the intermediate trans-5-phenyl-2-pentenoic acid (32.2). The product is CC(C)c1nn(Cc2ccccc2-c2ccc(N)cc2)c(=O)c(C(=O)NCC(=O)O)c1O. RXN SMILES: [CH3:37][OH:38].[CH3:39][CH2:40][O:41][C:42](=[O:43])[CH3:44].[H:35][H:36].[OH:1][c:2]1[c:3]([C:28](=[O:29])[NH:30][CH2:31][C:32](=[O:33])[OH:34])[c:4](=[O:27])[n:5]([CH2:11][c:12]2[c:13](-[c:18]3[cH:19][cH:20][c:21]([N+:24]([O-:25])=[O:26])[cH:22][cH:23]3)[cH:14][cH:15][cH:16][cH:17]2)[n:6][c:7]1[CH:8]([CH3:9])[CH3:10]>>[OH:1][c:2]1[c:3]([C:28](=[O:29])[NH:30][CH2:31][C:32](=[O:33])[OH:34])[c:4](=[O:27])[n:5]([CH2:11][c:12]2[c:13](-[c:18]3[cH:19][cH:20][c:21]([NH2:24])[cH:22][cH:23]3)[cH:14][cH:15][cH:16][cH:17]2)[n:6][c:7]1[CH:8]([CH3:9])[CH3:10]. Reactants: CO, CCOC(C)=O, [H][H], CC(C)c1nn(Cc2ccccc2-c2ccc([N+](=O)[O-])cc2)c(=O)c(C(=O)NCC(=O)O)c1O.